From a dataset of the Open Reaction Database (ORD), a public repository of structured organic reaction records. describe an organic reaction: reactants, conditions, products, and yield The reactants are CCCC(NC(=O)C1CC2(CN(c3ccccc3)C(=O)O2)CN1C(=O)C(NC(=O)CC1CCCCC1)C(C)(C)C)C(O)C(=O)NC1CC1, ClCCl, [Na+], [Na+], O=S([O-])([O-])=S. Product: CCCC(NC(=O)C1CC2(CN(c3ccccc3)C(=O)O2)CN1C(=O)C(NC(=O)CC1CCCCC1)C(C)(C)C)C(=O)C(=O)NC1CC1. As a reaction SMILES: [CH:1]1([CH2:7][C:8](=[O:9])[NH:10][CH:11]([C:12](=[O:13])[N:14]2[CH2:15][C:16]3([CH2:17][N:18]([c:22]4[cH:23][cH:24][cH:25][cH:26][cH:27]4)[C:19](=[O:21])[O:20]3)[CH2:28][CH:29]2[C:30](=[O:31])[NH:32][CH:33]([CH:34]([C:35](=[O:36])[NH:37][CH:38]2[CH2:39][CH2:40]2)[OH:41])[CH2:42][CH2:43][CH3:44])[C:45]([CH3:46])([CH3:47])[CH3:48])[CH2:2][CH2:3][CH2:4][CH2:5][CH2:6]1.[Cl:56][CH2:57][Cl:58].[Na+:49].[Na+:50].[O-:51][S:52]([O-:53])(=[S:54])=[O:55]>>[CH:1]1([CH2:7][C:8](=[O:9])[NH:10][CH:11]([C:12](=[O:13])[N:14]2[CH2:15][C:16]3([CH2:17][N:18]([c:22]4[cH:23][cH:24][cH:25][cH:26][cH:27]4)[C:19](=[O:21])[O:20]3)[CH2:28][CH:29]2[C:30](=[O:31])[NH:32][CH:33]([C:34]([C:35](=[O:36])[NH:37][CH:38]2[CH2:39][CH2:40]2)=[O:41])[CH2:42][CH2:43][CH3:44])[C:45]([CH3:46])([CH3:47])[CH3:48])[CH2:2][CH2:3][CH2:4][CH2:5][CH2:6]1.